This data is from the Open Reaction Database (ORD), a public repository of structured organic reaction records. The task is: describe an organic reaction: reactants, conditions, products, and yield Reported procedure: Steviolbioside, 3-sulfopropyl ester, potassium salt prepared in Part B. was incubated anaerobically for three days at 37° C. with 5 wt% fresh rat cecal contents, at concentrations of 0.25, 0.5, and 1.0 mg/ml in sterile Krebs-Ringer 0.25M phosphate buffer (pH 7.4) containing 0.25 mg/ml dithiothreitol and 0.25 mg/ml α-D-glucose. TLC [silica gel F-254; CHCl3 :CH3OH:H2O (15:10:2)] and HPLC [30 cm C-18 on μ-Bondapak; 15 min linear gradient of 10-40% CH3CN in 0.005M KH2PO4 (pH 3.45); 200 nm] analysis ... Reaction SMILES: [CH3:1][C@:2]12[C@@H:11]3[CH2:12][CH2:13][C@@:14]4([O:19][C@@H]5O[C@@H](CO)[C@@H](O)[C@H](O)[C@@H]5O[C@@H]5O[C@@H](CO)[C@@H](O)[C@H](O)[C@@H]5O)[C:16]([CH2:18][C@@:10]3([CH2:15]4)[CH2:9][CH2:8][C@@H:7]1[C@@:6]([C:43]([O-:45])=[O:44])([CH3:42])[CH2:5][CH2:4][CH2:3]2)=[CH2:17].[Na+].[K].P([O-])([O-])([O-])=O.SC[C@H]([C@@H](CS)O)O.O[C@H]1O[C@H](CO)[C@@H](O)[C@H](O)[C@H]1O>OP([O-])(O)=O.[K+].CC#N.C(Cl)(Cl)Cl.CO.O>[CH3:1][C@:2]12[C@@H:11]3[CH2:12][CH2:13][C@@:14]4([OH:19])[C:16]([CH2:18][C@@:10]3([CH2:15]4)[CH2:9][CH2:8][C@@H:7]1[C@@:6]([C:43]([OH:45])=[O:44])([CH3:42])[CH2:5][CH2:4][CH2:3]2)=[CH2:17] |f:0.1,6.7,9.10.11,^1:46|. Starting materials: C[C@@]12CCC[C@@]([C@H]1CC[C@]34[C@H]2CC[C@](C3)(C(=C)C4)O[C@H]5[C@H]([C@H]([C@@H]([C@@H](O5)CO)O)O)O[C@H]6[C@H]([C@H]([C@@H]([C@@H](O6)CO)O)O)O)(C)C(=O)[O-].[Na+] (Steviolbioside), 3-sulfopropyl ester, [K] (potassium), ester, P(=O)([O-])([O-])[O-] (phosphate), SC[C@@H](O)[C@H](O)CS (dithiothreitol), O[C@@H]1[C@H](O)[C@@H](O)[C@H](O)[C@H](O1)CO (α-D-glucose). Product: sulfopropyl ester, C[C@@]12CCC[C@@]([C@H]1CC[C@]34[C@H]2CC[C@](C3)(C(=C)C4)O)(C)C(=O)O (steviol). The solvent is OP(=O)(O)[O-].[K+] (KH2PO4), CC#N (CH3CN), C(Cl)(Cl)Cl.CO.O (CHCl3 CH3OH H2O).